This data is from the Open Reaction Database (ORD), a public repository of structured organic reaction records. The task is: describe an organic reaction: reactants, conditions, products, and yield Reactants: ON1C(C2=CC=CC=3C2=C(C1=O)C=CC3OC)=O (2-hydroxy-6-methoxy-benzo[de]isoquinoline-1,3-dione), BrN1C(CCC1=O)=O (N-bromosuccinimide). Run in C(C)(=O)O (acetic acid). Reaction conditions: time 24 hour. Product: BrC=1C(=C2C3=C(C(N(C(C3=CC=C2)=O)O)=O)C1)OC (5-Bromo-2-hydroxy-6-methoxy-benzo[de]isoquinoline-1,3-dione). Isolated yield 31.0%. RXN SMILES: [OH:1][N:2]1[C:11](=[O:12])[C:10]2[CH:13]=[CH:14][C:15]([O:16][CH3:17])=[C:8]3[C:9]=2[C:4](=[CH:5][CH:6]=[CH:7]3)[C:3]1=[O:18].[Br:19]N1C(=O)CCC1=O>C(O)(=O)C>[Br:19][C:14]1[C:15]([O:16][CH3:17])=[C:8]2[CH:7]=[CH:6][CH:5]=[C:4]3[C:9]2=[C:10]([CH:13]=1)[C:11](=[O:12])[N:2]([OH:1])[C:3]3=[O:18]. Reported procedure: A mixture of 2-hydroxy-6-methoxy-benzo[de]isoquinoline-1,3-dione (0.12 g, 0.5 mmol, from Example 17) and N-bromosuccinimide (0.13 g, 0.7 mmol) in acetic acid (20 mL) was sonicated at 60° C. for 24 hours. The mixture was transferred to a preheated oil bath at 100° C. with vigorous stirring for another 24 hours. The precipitate was filtered, washed with water, dried, and recrystallized from methanol to give 0.05 g of the title compound, mp 223-227° C.;